From a dataset of the Open Reaction Database (ORD), a public repository of structured organic reaction records. describe an organic reaction: reactants, conditions, products, and yield Reactants: [N+](#[C-])CC(=O)OCC (ethyl 2-isocyanoacetate), [H-].[Na+] (NaH), oil, ClC1=CC=C(C=C1)\C=C\S(=O)(=O)C1=CC=C(C)C=C1 ((E)-1-chloro-4-(2-tosylvinyl)benzene), CCO (EtOH). Run in C1CCOC1 (THF). Product: ClC1=CC=C(C=C1)C1=C(NC=C1)C(=O)OCC (Ethyl 3-(4-chlorophenyl)-1H-pyrrole-2-carboxylate). RXN SMILES: [H-].[Na+].[Cl:3][C:4]1[CH:9]=[CH:8][C:7](/[CH:10]=[CH:11]/S(C2C=CC(C)=CC=2)(=O)=O)=[CH:6][CH:5]=1.[N+:22]([CH2:24][C:25]([O:27][CH2:28][CH3:29])=[O:26])#[C-:23].CCO>C1COCC1>[Cl:3][C:4]1[CH:5]=[CH:6][C:7]([C:10]2[CH:11]=[CH:23][NH:22][C:24]=2[C:25]([O:27][CH2:28][CH3:29])=[O:26])=[CH:8][CH:9]=1 |f:0.1|. Procedure: Under N2, at 0° C. 60% NaH in mineral oil (3.11 g, 78 mmol) was added to a solution of (E)-1-chloro-4-(2-tosylvinyl)benzene (19 g, 64.9 mmol) in dry THF (300 mL). After 5 minutes ethyl 2-isocyanoacetate (7.76 mL, 71.4 mmol) was added and the reaction mixture stirred at room temperature. After 18 h EtOH (50 mL) was added and the solvents were evaporated under reduced pressure. The residue was partitioned between EtOAc (400 mL) and H2O (400 mL). The organic phase was washed with (100 mL), dried ov... Yields the product C(CC)OC1=CC=C(C=C1)C(C)=O (4'-propoxyacetophenone). As a reaction SMILES: [OH:1][C:2]1[CH:7]=[CH:6][C:5]([C:8](=[O:10])[CH3:9])=[CH:4][CH:3]=1.[OH-].[K+].Br[CH2:14][CH2:15][CH3:16]>C(O)C>[CH2:14]([O:1][C:2]1[CH:7]=[CH:6][C:5]([C:8](=[O:10])[CH3:9])=[CH:4][CH:3]=1)[CH2:15][CH3:16] |f:1.2|. The yield is 75.7%. Procedure details: To 272 g (2000 mmole) of 4'-hydroxyacetophenone dissolved in 800 ml of ethanol was added 249 g (2000 mmole) of 45% aqueous potassium hydroxide. After stirring for 5 minutes, 270 g (2200 mmole) of 1-bromopropane was added and the mixture was refluxed for 6 hours. After cooling, the precipitated potassium bromide was filtered off and washed with diethyl ether. The combined organic layers were concentrated in vacuo and then redissolved in 500 ml of diethyl ether. The resulting solution was washed w... Conditions: time 5 minute. Reactants: [OH-].[K+] (potassium hydroxide), OC1=CC=C(C=C1)C(C)=O (4'-hydroxyacetophenone), BrCCC (1-bromopropane). Solvent: C(C)O (ethanol). Reactants: C(CC)OCC1=CC=C(C(=O)O)C=C1 (4-(Propoxymethyl)benzoic acid), S(=O)(Cl)Cl (thionyl chloride), N1=CC=CC=C1 (pyridine). The solvent is C1(=CC=CC=C1)C (toluene). Product: C(CC)OCC1=CC=C(C(=O)Cl)C=C1 (4-(propoxymethyl) benzoyl chloride). Reaction SMILES: [CH2:1]([O:4][CH2:5][C:6]1[CH:14]=[CH:13][C:9]([C:10](O)=[O:11])=[CH:8][CH:7]=1)[CH2:2][CH3:3].S(Cl)([Cl:17])=O.N1C=CC=CC=1>C1(C)C=CC=CC=1>[CH2:1]([O:4][CH2:5][C:6]1[CH:14]=[CH:13][C:9]([C:10]([Cl:17])=[O:11])=[CH:8][CH:7]=1)[CH2:2][CH3:3]. Procedure: 4-(Propoxymethyl)benzoic acid (1.4 g, 7.2 mmol) was mixed with thionyl chloride (1.3 g, 10.9 mmol), pyridine (0.1 ml) and toluene (3 ml), followed by reacting them at 80° C. for 2 hours, and distilling off superfluous thionyl chloride and toluene under reduced pressure, to obtain raw 4-(propoxymethyl) benzoyl chloride. Starting materials: [Si](C)(C)(C(C)(C)C)O[C@@H]([C@H](CC1=CC(=CC=C1)F)NC(OC(C)(C)C)=O)CO (tert-butyl (2S,3S)-3-(tert-butyldimethylsilyloxy)-1-(3-fluorophenyl)-4-hydroxybutan-2-ylcarbamate), C(Cl)Cl (DCM), N1=CC=CC=C1 (pyridine), CC(=O)OI1(C2=CC=CC=C2C(=O)O1)(OC(=O)C)OC(=O)C (Dess-MartinPeriodinane). The solvent is CCOC(=O)C (EtOAc). Run at temperature 23 celsius, time 2 minute. Product: [Si](C)(C)(C(C)(C)C)O[C@@H]([C@H](CC1=CC(=CC=C1)F)NC(OC(C)(C)C)=O)C=O (Tert-Butyl (2S,3 S)-3-(tert-butyldimethylsilyloxy)-1-(3-fluorophenyl)-4-oxobutan-2-ylcarbamate). RXN SMILES: [Si:1]([O:8][C@H:9]([CH2:27][OH:28])[C@@H:10]([NH:19][C:20](=[O:26])[O:21][C:22]([CH3:25])([CH3:24])[CH3:23])[CH2:11][C:12]1[CH:17]=[CH:16][CH:15]=[C:14]([F:18])[CH:13]=1)([C:4]([CH3:7])([CH3:6])[CH3:5])([CH3:3])[CH3:2].C(Cl)Cl.N1C=CC=CC=1.CC(OI1(OC(C)=O)(OC(C)=O)OC(=O)C2C1=CC=CC=2)=O>CCOC(C)=O>[Si:1]([O:8][C@H:9]([CH:27]=[O:28])[C@@H:10]([NH:19][C:20](=[O:26])[O:21][C:22]([CH3:25])([CH3:24])[CH3:23])[CH2:11][C:12]1[CH:17]=[CH:16][CH:15]=[C:14]([F:18])[CH:13]=1)([C:4]([CH3:6])([CH3:7])[CH3:5])([CH3:3])[CH3:2]. Procedure: To a 150 mL RBF containing tert-butyl (2S,3S)-3-(tert-butyldimethylsilyloxy)-1-(3-fluorophenyl)-4-hydroxybutan-2-ylcarbamate (170.00 mg, 411 μmol) was added DCM (10 mL) and the mixture was allowed to stir at 23° C. for 2 minutes. At this time, pyridine (299 μl, 3699 μmol) was added via syringe before the addition of Dess-MartinPeriodinane (262 mg, 617 μmol) in one portion. The reaction stayed a clear solution and was allowed to stir 1 h before loading directly to a silica gel column (20% EtOAc)....